From a dataset of the Open Reaction Database (ORD), a public repository of structured organic reaction records. describe an organic reaction: reactants, conditions, products, and yield The reactants are ClC1=CC2=C(CC(O2)COS(=O)(=O)C(F)(F)F)C=C1C#N (6-chloro-2-trifluoromethanesulfonyloxymethyl-2,3-dihydrobenzofuran-5-carbonitrile), BrCCC1=CC=CC=C1 (2-bromoethylbenzene). Yields the product ClC1=CC2=C(CC(O2)CCCC2=CC=CC=C2)C=C1C#N (6-Chloro-2-(3-phenylpropyl)-2,3-dihydrobenzofuran-5-carbonitrile). Yield: 20.0%. Reaction SMILES: [Cl:1][C:2]1[C:19]([C:20]#[N:21])=[CH:18][C:5]2[CH2:6][CH:7]([CH2:9]OS(C(F)(F)F)(=O)=O)[O:8][C:4]=2[CH:3]=1.Br[CH2:23][CH2:24][C:25]1[CH:30]=[CH:29][CH:28]=[CH:27][CH:26]=1>>[Cl:1][C:2]1[C:19]([C:20]#[N:21])=[CH:18][C:5]2[CH2:6][CH:7]([CH2:9][CH2:23][CH2:24][C:25]3[CH:30]=[CH:29][CH:28]=[CH:27][CH:26]=3)[O:8][C:4]=2[CH:3]=1. Procedure details: Following the process described in example 3 (point B), starting from 6-chloro-2-trifluoromethanesulfonyloxymethyl-2,3-dihydrobenzofuran-5-carbonitrile and 2-bromoethylbenzene, the title compound was prepared, which was purified by chromatography through a silica gel column, eluting with petroleum ether:ethyl ether, 9:1 (20% yield).